describe an organic reaction: reactants, conditions, products, and yield From a dataset of the Open Reaction Database (ORD), a public repository of structured organic reaction records. Starting materials: ClC=1C=CN2C(C(=CC=C2C1)C(=O)OCC)=O (Ethyl 8-Chloro-4-oxo-4H-quinolizine-3-carboxylate), [H-].[Na+] (sodium hydride), CN(C)C=O (DMF), [N+](=O)([O-])C=1C=C(C=CC1)O (m-nitrophenol). The solvent is O (water), C(C)(=O)OCC (ethyl acetate). Conditions: time 2 hour. The product is [N+](=O)([O-])C=1C=C(OC=2C=CN3C(C(=CC=C3C2)C(=O)OCC)=O)C=CC1 (Ethyl 8-(3-Nitrophenoxy)-4-oxo-4H-quinolizine-3-carboxylate). The yield is 67.0%. As a reaction SMILES: [H-].[Na+].CN(C=O)C.[N+:8]([C:11]1[CH:12]=[C:13]([OH:17])[CH:14]=[CH:15][CH:16]=1)([O-:10])=[O:9].Cl[C:19]1[CH:20]=[CH:21][N:22]2[C:27]([CH:28]=1)=[CH:26][CH:25]=[C:24]([C:29]([O:31][CH2:32][CH3:33])=[O:30])[C:23]2=[O:34]>O.C(OCC)(=O)C>[N+:8]([C:11]1[CH:12]=[C:13]([CH:14]=[CH:15][CH:16]=1)[O:17][C:19]1[CH:20]=[CH:21][N:22]2[C:27]([CH:28]=1)=[CH:26][CH:25]=[C:24]([C:29]([O:31][CH2:32][CH3:33])=[O:30])[C:23]2=[O:34])([O-:10])=[O:9] |f:0.1|. Procedure: An oven-dried 50 ml three-necked round-bottom flask was purged with argon and charged with sodium hydride (200 mg, 60% suspension in oil, 5 mmol and washed with hexane) and 10 ml dry DMF. To this suspension, m-nitrophenol (626 mg, 4.5 mmol) was added in one portion. After gas evolution had ceased, ethyl 8-chloro-4-oxo-4H-quinolizine-3-carboxylate (2) (1.00 g, 4 mmol) was added in one portion and stirring was continued at room temperature for 2 h. When the reaction was complete as indicated by th... RXN SMILES: [Cl:1][C:2]1[CH:23]=[CH:22][C:21]([Cl:24])=[CH:20][C:3]=1[CH2:4][N:5]1[C:17]2[CH:16]=[N:15][C:14]([CH2:18][OH:19])=[CH:13][C:12]=2[C:11]2[C:6]1=[CH:7][CH:8]=[CH:9][CH:10]=2>[O-2].[Mn+4].[O-2].ClCCl>[Cl:1][C:2]1[CH:23]=[CH:22][C:21]([Cl:24])=[CH:20][C:3]=1[CH2:4][N:5]1[C:17]2[CH:16]=[N:15][C:14]([CH:18]=[O:19])=[CH:13][C:12]=2[C:11]2[C:6]1=[CH:7][CH:8]=[CH:9][CH:10]=2 |f:1.2.3|. Reagents/catalysts: [O-2].[Mn+4].[O-2] (manganese (IV) oxide). Yield: 88.3%. The product is ClC1=C(CN2C3=CC=CC=C3C=3C=C(N=CC23)C=O)C=C(C=C1)Cl (9-(2,5-Dichlorobenzyl)-9H-β-carboline-3-carbaldehyde). The reactants are ClC1=C(CN2C3=CC=CC=C3C=3C=C(N=CC23)CO)C=C(C=C1)Cl ([9-(2,5-dichlorobenzyl)-9H-β-carbolin-3-yl]methanol). Procedure: A 250-mL round-bottomed flask was charged with [9-(2,5-dichlorobenzyl)-9H-β-carbolin-3-yl]methanol (1.84 g, 5.1 mmol), manganese (IV) oxide (1.14 g, 13.1 mmol) and dichloromethane (60 mL). The reaction mixture was stirred at room temperature for 12 hours. The mixture was filtered, concentrated in vacuo, and the residue chromatographed (hexane:ethyl acetate=10:1), affording the title compound (1.6 g, 87% yield). 1H NMR (CDCl3) δ10.3 (s, 1H), 8.9 (s, 1H), 8.8 (s, 1H), 8.3 (d,1H), 7.7 (t, 1H), 7.5-... Conditions: time 12 hour. Run in ClCCl (dichloromethane). The reactants are O.NN (hydrazine hydrate), BrC=1C=C(C(=NC1)C(=O)OCC)C (ethyl 5-bromo-3-methylpyridine-2-carboxylate), BrN1C(CCC1=O)=O (N-bromosuccinimide), C(Cl)(Cl)(Cl)Cl (carbon tetrachloride), BrN1C(CCC1=O)=O (N-bromosuccinimide). Reagents/catalysts: C(C1=CC=CC=C1)(=O)OOC(C1=CC=CC=C1)=O (benzoyl peroxide), C(C1=CC=CC=C1)(=O)OOC(C1=CC=CC=C1)=O (benzoyl peroxide). The solvent is C(C)O (ethanol). Run at temperature 60 celsius, time 7 hour. The product is BrC1=CC=2C(=C(N=NC2)Cl)N=C1 (3-bromo-8-chloropyrido[2,3-d]pyridazine). As a reaction SMILES: [Br:1][C:2]1[CH:3]=[C:4]([CH3:13])[C:5](C(OCC)=O)=[N:6][CH:7]=1.BrN1C(=O)CCC1=O.O.[NH2:23][NH2:24].[C:25]([Cl:29])(Cl)(Cl)Cl>C(O)C.C(OOC(=O)C1C=CC=CC=1)(=O)C1C=CC=CC=1>[Br:1][C:2]1[CH:7]=[N:6][C:5]2=[C:25]([Cl:29])[N:23]=[N:24][CH:13]=[C:4]2[CH:3]=1 |f:2.3|. Procedure details: To a solution of ethyl 5-bromo-3-methylpyridine-2-carboxylate (1.6 g; 6.95 mmol) and benzoyl peroxide (84.23 mg; 0.347 mmol) in carbon tetrachloride (20 mL) was added N-bromosuccinimide (2.47 g; 13.91 mmol). The reaction mixture was heated at reflux for 3 h. Another equivalent of N-bromosuccinimide and benzoyl peroxide (85 mg) was added and refluxing was continued for a further 7 h. Reaction was monitored by MS. After 10 h the product was the major peak. The reaction mixture was allowed to cool,... Starting materials: BrC=1C(=CC(=C(C1)N1C=NC=C1)[N+](=O)[O-])C(F)(F)F (1-[5-bromo-2-nitro-4-(trifluoromethyl)phenyl]-1H-imidazole), O.O.Cl[Sn]Cl (SnCl2.2H2O). The solvent is C(C)O (ethanol). Yields the product BrC1=CC(=C(N)C=C1C(F)(F)F)N1C=NC=C1 (4-bromo-2-(1H-imidazol-1-yl)-5-(trifluoromethyl)aniline). Isolated yield 90.0%. Reaction SMILES: [Br:1][C:2]1[C:3]([C:16]([F:19])([F:18])[F:17])=[CH:4][C:5]([N+:13]([O-])=O)=[C:6]([N:8]2[CH:12]=[CH:11][N:10]=[CH:9]2)[CH:7]=1.O.O.Cl[Sn]Cl>C(O)C>[Br:1][C:2]1[C:3]([C:16]([F:19])([F:18])[F:17])=[CH:4][C:5]([NH2:13])=[C:6]([N:8]2[CH:12]=[CH:11][N:10]=[CH:9]2)[CH:7]=1 |f:1.2.3|. Reported procedure: 1-[5-bromo-2-nitro-4-(trifluoromethyl)phenyl]-1H-imidazole (15.50 g, 0.0461 mol) is stirred with SnCl2.2H2O (51.77 g, 0.2274 mol) in ethanol (78 mL) at 80° C. for 2 hours. After cooling down to room temperature, the mixture is concentrated and partitioned between water (200 mL) and ethyl acetate (250 mL). Sodium hydrogencarbonate powder is added to adjust the pH to 8. The milky suspension is filtrated, the cake is washed with ethyl acetate and the combined organic phases are washed with water an... Starting materials: C(C)(=O)C=1C=NC=CC1CC1C(C2=CC=C(C=C2CC1)OC)=O (2-[(3-acetyl-4-pyridyl)methyl]-6-methoxy-tetralin-1-one), ClC=1C=C(CBr)C=CC1 (3-chlorobenzyl bromide). Yields the product [Br-].C(C)(=O)C=1C=[N+](C=CC1CC1C(C2=CC=C(C=C2CC1)OC)=O)CC1=CC(=CC=C1)Cl (2-[[3-acetyl-1-[(3-chlorophenyl)methyl]pyridin-1-ium-4-yl]methyl]-6-methoxy-tetralin-1-one bromide). Reaction SMILES: [C:1]([C:4]1[CH:5]=[N:6][CH:7]=[CH:8][C:9]=1[CH2:10][CH:11]1[CH2:20][CH2:19][C:18]2[C:13](=[CH:14][CH:15]=[C:16]([O:21][CH3:22])[CH:17]=2)[C:12]1=[O:23])(=[O:3])[CH3:2].[Cl:24][C:25]1[CH:26]=[C:27]([CH:30]=[CH:31][CH:32]=1)[CH2:28][Br:29]>>[Br-:29].[C:1]([C:4]1[CH:5]=[N+:6]([CH2:28][C:27]2[CH:30]=[CH:31][CH:32]=[C:25]([Cl:24])[CH:26]=2)[CH:7]=[CH:8][C:9]=1[CH2:10][CH:11]1[CH2:20][CH2:19][C:18]2[C:13](=[CH:14][CH:15]=[C:16]([O:21][CH3:22])[CH:17]=2)[C:12]1=[O:23])(=[O:3])[CH3:2] |f:2.3|. Procedure details: The title compound 122 is prepared according to the procedure reported in Example 38.1 with compound 103 (62 mg, 0.2 mmol) and 3-chlorobenzyl bromide (39 μL, 0.3 mmol) as reactants. White solid. (Yield 75.0 mg, 73%). The product is C(C1=CC=CC=C1)N1C(C(C2=CC=CC=C12)(C[N+](=O)[O-])O)=O (1-benzyl-3-hydroxy-3-(nitromethyl)indolin-2-one). Reported procedure: N-benzyl isatin (0.118 g) and nitromethane (0.15 ml) were added to water and the reaction mixture was vigorously stirred at a temperature of 30° C. for 11 hours. The obtained product was extracted with ethyl acetate and the solvent was removed to give pure product. Reactants: C(C1=CC=CC=C1)N1C(=O)C(=O)C2=CC=CC=C12 (N-benzyl isatin), [N+](=O)([O-])C (nitromethane). Run at temperature 30 celsius, time 11 hour. As a reaction SMILES: [CH2:1]([N:8]1[C:18]2[C:13](=[CH:14][CH:15]=[CH:16][CH:17]=2)[C:11](=[O:12])[C:9]1=[O:10])[C:2]1[CH:7]=[CH:6][CH:5]=[CH:4][CH:3]=1.[N+:19]([CH3:22])([O-:21])=[O:20]>O>[CH2:1]([N:8]1[C:18]2[C:13](=[CH:14][CH:15]=[CH:16][CH:17]=2)[C:11]([OH:12])([CH2:22][N+:19]([O-:21])=[O:20])[C:9]1=[O:10])[C:2]1[CH:7]=[CH:6][CH:5]=[CH:4][CH:3]=1. Solvent: O (water). Procedure details: Crude 3-amino-6-[3-(2-methoxy-phenyl)-1-(toluene-4-sulfonyl)-1H-pyrrolo[2,3-b]pyridin-5-yl]-pyridazine-4-carboxylic acid dimethylamide (56.6 mg, 0.104 mmol) was dissolved in methanol (0.5 mL) and dimethylformamide (0.5 mL) and 50% w/v aqueous potassium hydroxide (0.2 mL) was added. After 5 hours, the reaction was quenched by addition of acetic acid (0.5 mL). The mixture was carefully poured into saturated sodium bicarbonate and extracted with ethyl acetate. The organics were dried over sodium su... Yields the product CN(C(=O)C1=C(N=NC(=C1)C=1C=C2C(=NC1)NC=C2C2=C(C=CC=C2)OC)N)C (3-amino-6-[3-(2-methoxy-phenyl)-1H-pyrrolo[2,3-b]pyridin-5-yl]-pyridazine-4-carboxylic acid dimethylamide). Yield: 14.1%. Run in CO (methanol). The reactants are CN(C=O)C (dimethylformamide), CN(C(=O)C1=C(N=NC(=C1)C=1C=C2C(=NC1)N(C=C2C2=C(C=CC=C2)OC)S(=O)(=O)C2=CC=C(C=C2)C)N)C (3-amino-6-[3-(2-methoxy-phenyl)-1-(toluene-4-sulfonyl)-1H-pyrrolo[2,3-b]pyridin-5-yl]-pyridazine-4-carboxylic acid dimethylamide), [OH-].[K+] (potassium hydroxide). Conditions: time 5 hour. As a reaction SMILES: [CH3:1][N:2]([CH3:39])[C:3]([C:5]1[CH:10]=[C:9]([C:11]2[CH:12]=[C:13]3[C:19]([C:20]4[CH:25]=[CH:24][CH:23]=[CH:22][C:21]=4[O:26][CH3:27])=[CH:18][N:17](S(C4C=CC(C)=CC=4)(=O)=O)[C:14]3=[N:15][CH:16]=2)[N:8]=[N:7][C:6]=1[NH2:38])=[O:4].CN(C)C=O.[OH-].[K+]>CO>[CH3:39][N:2]([CH3:1])[C:3]([C:5]1[CH:10]=[C:9]([C:11]2[CH:12]=[C:13]3[C:19]([C:20]4[CH:25]=[CH:24][CH:23]=[CH:22][C:21]=4[O:26][CH3:27])=[CH:18][NH:17][C:14]3=[N:15][CH:16]=2)[N:8]=[N:7][C:6]=1[NH2:38])=[O:4] |f:2.3|. Starting materials: O=C1COC2=C(N1)C=CC(=C2)NC(C(=O)O)=O (N-(3-oxo-3,4-dihydro-2H-benzo[1,4]oxazin-7-yl)-oxalamic acid), CC1=CC=C(CC2CCNCC2)C=C1 (4-(4-methylbenzyl)-piperidine). Solvent: C(C)OCC (diethylether). The product is CC1=CC=C(CC2CCN(CC2)C(C(=O)NC2=CC3=C(NC(CO3)=O)C=C2)=O)C=C1 (2-[4-(4-Methylbenzyl)-piperidin-1-yl]-2-oxo-N-(3-oxo-3,4-dihydro-2H-benzo[1,4]oxazin-7-yl)-acetamide). RXN SMILES: [O:1]=[C:2]1[NH:7][C:6]2[CH:8]=[CH:9][C:10]([NH:12][C:13](=[O:17])[C:14]([OH:16])=O)=[CH:11][C:5]=2[O:4][CH2:3]1.[CH3:18][C:19]1[CH:31]=[CH:30][C:22]([CH2:23][CH:24]2[CH2:29][CH2:28][NH:27][CH2:26][CH2:25]2)=[CH:21][CH:20]=1>C(OCC)C>[CH3:18][C:19]1[CH:20]=[CH:21][C:22]([CH2:23][CH:24]2[CH2:29][CH2:28][N:27]([C:14](=[O:16])[C:13]([NH:12][C:10]3[CH:9]=[CH:8][C:6]4[NH:7][C:2](=[O:1])[CH2:3][O:4][C:5]=4[CH:11]=3)=[O:17])[CH2:26][CH2:25]2)=[CH:30][CH:31]=1. Procedure details: The title compound is prepared from N-(3-oxo-3,4-dihydro-2H-benzo[1,4]oxazin-7-yl)-oxalamic acid (Example 53b) and 4-(4-methylbenzyl)-piperidine [J Org. Chem., 64,3763. (1999)] according to the method described in Example 1c. Melting Point: 228-231° C. (diethylether)